Dataset: the Open Reaction Database (ORD), a public repository of structured organic reaction records. Task: describe an organic reaction: reactants, conditions, products, and yield Reactants: CCO, [Cl-], O=C(Nc1c(Cl)cncc1Cl)c1ccc(OC(F)F)c2oc3ccc([N+](=O)[O-])cc3c12, [In], [NH4+]. The product is Nc1ccc2oc3c(OC(F)F)ccc(C(=O)Nc4c(Cl)cncc4Cl)c3c2c1. Reaction SMILES: [CH3:33][CH2:34][OH:35].[Cl-:36].[Cl:1][c:2]1[cH:3][n:4][cH:5][c:6]([Cl:31])[c:7]1[NH:8][C:9](=[O:10])[c:11]1[cH:12][cH:13][c:14]([O:27][CH:28]([F:29])[F:30])[c:15]2[o:16][c:17]3[c:18]([c:19]12)[cH:20][c:21]([N+:24]([O-:25])=[O:26])[cH:22][cH:23]3.[In:32].[NH4+:37]>>[Cl:1][c:2]1[cH:3][n:4][cH:5][c:6]([Cl:31])[c:7]1[NH:8][C:9](=[O:10])[c:11]1[cH:12][cH:13][c:14]([O:27][CH:28]([F:29])[F:30])[c:15]2[o:16][c:17]3[c:18]([c:19]12)[cH:20][c:21]([NH2:24])[cH:22][cH:23]3.